From a dataset of the Open Reaction Database (ORD), a public repository of structured organic reaction records. describe an organic reaction: reactants, conditions, products, and yield Reactants: CC(SC(=O)c1ccccc1)C(=O)Cl, Cl, Cl, O=C(O)C1CCc2ccccc2N1, c1ccncc1. Yields the product CC(SC(=O)c1ccccc1)C(=O)N1c2ccccc2CCC1C(=O)O. RXN SMILES: [C:15]([c:16]1[cH:17][cH:18][cH:19][cH:20][cH:21]1)(=[O:22])[S:23][CH:24]([C:25](=[O:26])[Cl:27])[CH3:28].[ClH:1].[ClH:29].[NH:2]1[CH:3]([C:12](=[O:13])[OH:14])[CH2:4][CH2:5][c:6]2[cH:7][cH:8][cH:9][cH:10][c:11]21.[cH:30]1[cH:31][cH:32][n:33][cH:34][cH:35]1>>[N:2]1([C:25]([CH:24]([S:23][C:15]([c:16]2[cH:17][cH:18][cH:19][cH:20][cH:21]2)=[O:22])[CH3:28])=[O:26])[CH:3]([C:12](=[O:13])[OH:14])[CH2:4][CH2:5][c:6]2[cH:7][cH:8][cH:9][cH:10][c:11]21. The reactants are C(C1=CC=CC=C1)C=1C=C2C(=CNC2=CC1)C=C[N+](=O)[O-] (5-benzyl-3-(2-nitroethenyl)indole). Run in C1CCOC1 (THF), C1CCOC1 (THF). Product: NCCC1=CNC2=CC=C(C=C12)CC1=CC=CC=C1 (3-(2-aminoethyl)-5-benzylindole). The yield is 39.9%. RXN SMILES: [CH2:1]([C:8]1[CH:9]=[C:10]2[C:14](=[CH:15][CH:16]=1)[NH:13][CH:12]=[C:11]2[CH:17]=[CH:18][N+:19]([O-])=O)[C:2]1[CH:7]=[CH:6][CH:5]=[CH:4][CH:3]=1>C1COCC1>[NH2:19][CH2:18][CH2:17][C:11]1[C:10]2[C:14](=[CH:15][CH:16]=[C:8]([CH2:1][C:2]3[CH:7]=[CH:6][CH:5]=[CH:4][CH:3]=3)[CH:9]=2)[NH:13][CH:12]=1. Procedure: A solution of the 5-benzyl-3-(2-nitroethenyl)indole (0.1 g, 0.4 mmol)in dry THF was added dropwise to a cooled (ice bath) suspension of LiAIH4 (0.1 g, 2.4 mmol)in 5 ml of dry THF under nitrogen. The mixture was heated at reflux for 45 min. Excess LiAIH4 was destroyed by successive addition of H2O (0.15 ml), 15% NaOH (0.15 ml) and H2O (0.4 ml). The white precipitate was removed by filtration and washed with THF (10 ml). After drying (MgSO4), the flitrate was evaporated under reduced pressure to g...